From a dataset of the Open Reaction Database (ORD), a public repository of structured organic reaction records. describe an organic reaction: reactants, conditions, products, and yield The reactants are C(C=C)N(C(C1=C(C=CC(=C1)I)O)=O)CC(CC1=CC=CC=C1)O (N-allyl-N-(2-hydroxy-5-iodobenzoyl)-2-hydroxy-3-phenylpropylamine), C1(=CC=CC=C1)P(C1=CC=CC=C1)C1=CC=CC=C1 (triphenylphosphine), N(=NC(=O)OCC)C(=O)OCC (diethyl azodicarboxylate). Run in C1CCOC1 (THF). Yields the product C(C=C)N1C(C2=C(OC(C1)CC1=CC=CC=C1)C=CC(=C2)I)=O (2-allyl-4-benzyl-8-iodo-2,3,4,5-tetrahydro-1H-5-oxa-2-benzazepin-1-one). Isolated yield 38.1%. As a reaction SMILES: [CH2:1]([N:4]([CH2:15][CH:16]([OH:24])[CH2:17][C:18]1[CH:23]=[CH:22][CH:21]=[CH:20][CH:19]=1)[C:5](=[O:14])[C:6]1[CH:11]=[C:10]([I:12])[CH:9]=[CH:8][C:7]=1O)[CH:2]=[CH2:3].C1(P(C2C=CC=CC=2)C2C=CC=CC=2)C=CC=CC=1.N(C(OCC)=O)=NC(OCC)=O>C1COCC1>[CH2:1]([N:4]1[CH2:15][CH:16]([CH2:17][C:18]2[CH:19]=[CH:20][CH:21]=[CH:22][CH:23]=2)[O:24][C:7]2[CH:8]=[CH:9][C:10]([I:12])=[CH:11][C:6]=2[C:5]1=[O:14])[CH:2]=[CH2:3]. Procedure: To a magnetically stirred solution of N-allyl-N-(2-hydroxy-5-iodobenzoyl)-2-hydroxy-3-phenylpropylamine (12.05 grams, 0.027 mol) in 100 mL THF was added triphenylphosphine (7.24 grams, 0.027 mol), and diethyl azodicarboxylate (4.7 grams, 0.027 mol). The mixture was heated to reflux overnight, allowed to cool to room temperature, and concentrated in vacuo. the resulting residue was dissolved in ethyl acetate (10 mL) and diluted with diethyl ether. The solids that form were filtered and the mother...